From a dataset of the Open Reaction Database (ORD), a public repository of structured organic reaction records. describe an organic reaction: reactants, conditions, products, and yield Starting materials: FC(C=1C=C(CN2C(C3=C(OCCC2)N=C(C=C3C3=CC=C(C=C3)F)Cl)=O)C=C(C1)C(F)(F)F)(F)F (5-[3,5-bis(trifluoromethyl)benzyl]-9-chloro-7-(4-fluorophenyl)-6-oxo-2,3,4,5-tetrahydro-6H-pyrido[2,3-b][1,5]oxazocine), N1(CCCC1)C1CCNCC1 (4-(pyrrolidine-1-yl)piperidine). The product is FC(C=1C=C(CN2C(C3=C(OCCC2)N=C(C=C3C3=CC=C(C=C3)F)N3CCC(CC3)N3CCCC3)=O)C=C(C1)C(F)(F)F)(F)F (5-[3,5-bis(trifluoromethyl)benzyl]-7-(4-fluorophenyl)-6-oxo-9-[4-(pyrrolidine-1-yl)piperidine-1-yl]-2,3,4,5-tetrahydro-6H-pyrido[2,3-b][1,5]oxazocine). Yield: 44.8%. Reaction SMILES: [F:1][C:2]([F:36])([F:35])[C:3]1[CH:4]=[C:5]([CH:28]=[C:29]([C:31]([F:34])([F:33])[F:32])[CH:30]=1)[CH2:6][N:7]1[CH2:14][CH2:13][CH2:12][O:11][C:10]2[N:15]=[C:16](Cl)[CH:17]=[C:18]([C:19]3[CH:24]=[CH:23][C:22]([F:25])=[CH:21][CH:20]=3)[C:9]=2[C:8]1=[O:27].[N:37]1([CH:42]2[CH2:47][CH2:46][NH:45][CH2:44][CH2:43]2)[CH2:41][CH2:40][CH2:39][CH2:38]1>>[F:1][C:2]([F:36])([F:35])[C:3]1[CH:4]=[C:5]([CH:28]=[C:29]([C:31]([F:34])([F:33])[F:32])[CH:30]=1)[CH2:6][N:7]1[CH2:14][CH2:13][CH2:12][O:11][C:10]2[N:15]=[C:16]([N:45]3[CH2:46][CH2:47][CH:42]([N:37]4[CH2:41][CH2:40][CH2:39][CH2:38]4)[CH2:43][CH2:44]3)[CH:17]=[C:18]([C:19]3[CH:24]=[CH:23][C:22]([F:25])=[CH:21][CH:20]=3)[C:9]=2[C:8]1=[O:27]. Procedure details: In a similar manner to Example 1, 5-[3,5-bis(trifluoromethyl)benzyl]-9-chloro-7-(4-fluorophenyl)-6-oxo-2,3,4,5-tetrahydro-6H-pyrido[2,3-b][1,5]oxazocine (100 mg) was reacted with 4-(pyrrolidine-1-yl)piperidine (68.5 mg) to obtain 5-[3,5-bis(trifluoromethyl)benzyl]-7-(4-fluorophenyl)-6-oxo-9-[4-(pyrrolidine-1-yl)piperidine-1-yl]-2,3,4,5-tetrahydro-6H-pyrido[2,3-b][1,5]oxazocine (54.7 mg, 45%). Starting materials: COC(=O)c1ccc2ccccc2c1S(=O)(=O)NC(=S)Nc1nc(OC)cc(OC)n1, CI, C1CCOC1. The product is COC(=O)c1ccc2ccccc2c1S(=O)(=O)N=C(Nc1nc(OC)cc(OC)n1)SC. As a reaction SMILES: [CH3:1][O:2][c:3]1[n:4][c:5]([NH:11][C:12](=[S:13])[NH:14][S:15](=[O:16])(=[O:17])[c:18]2[c:19]([C:28](=[O:29])[O:30][CH3:31])[cH:20][cH:21][c:22]3[cH:23][cH:24][cH:25][cH:26][c:27]23)[n:6][c:7]([O:9][CH3:10])[cH:8]1.[CH3:32][I:33].[O:34]1[CH2:35][CH2:36][CH2:37][CH2:38]1>>[CH3:1][O:2][c:3]1[n:4][c:5]([NH:11][C:12]([S:13][CH3:32])=[N:14][S:15](=[O:16])(=[O:17])[c:18]2[c:19]([C:28](=[O:29])[O:30][CH3:31])[cH:20][cH:21][c:22]3[cH:23][cH:24][cH:25][cH:26][c:27]23)[n:6][c:7]([O:9][CH3:10])[cH:8]1. Starting materials: FC1=C(C(=C(C(=C1C(=O)OCC)C(=O)OCC)F)F)C(C(=O)OCC)C(=O)OCC (diethyl 2-(2,5,6-trifluoro-3,4-bis(ethoxycarbonyl)phenyl)malonate), Cl (hydrochloric acid). The solvent is C(C)(=O)O (acetic acid). The product is FC1=C(C(=C(C(=C1C(=O)O)C(=O)O)F)F)CC(=O)O (2-(2,5,6-trifluoro-3,4-dicarboxyphenyl)-acetic Acid). Yield: 84.3%. RXN SMILES: [F:1][C:2]1[C:7]([C:8]([O:10]CC)=[O:9])=[C:6]([C:13]([O:15]CC)=[O:14])[C:5]([F:18])=[C:4]([F:19])[C:3]=1[CH:20](C(OCC)=O)[C:21]([O:23]CC)=[O:22].Cl>C(O)(=O)C>[F:1][C:2]1[C:7]([C:8]([OH:10])=[O:9])=[C:6]([C:13]([OH:15])=[O:14])[C:5]([F:18])=[C:4]([F:19])[C:3]=1[CH2:20][C:21]([OH:23])=[O:22]. Reported procedure: To 50 g of diethyl 2-(2,5,6-trifluoro-3,4-bis(ethoxycarbonyl)phenyl)malonate were added 60 ml of conc. hydrochloric acid and 60 ml of acetic acid, and the mixture was refluxed overnight. The ethyl acetate in the reaction solution was distilled off under reduced pressure, and the solution was refluxed for 2 days. The acid in the reaction solution was distilled off, and hexane was added to the residue. The solid content was collected by filtration and dried to obtain 27 g of the title compound in ... Reactants: O=C1NC(=O)c2ccccc21, C[N+](C)(C)Cc1ccccc1, ClCC1CO1, [Cl-], [K]. The product is O=C1NC(=O)c2c(CC3CO3)cccc21. As a reaction SMILES: [C:1]1(=[O:11])[c:2]2[c:3]([cH:7][cH:8][cH:9][cH:10]2)[C:4](=[O:6])[NH:5]1.[CH2:19]([N+:20]([CH3:21])([CH3:22])[CH3:23])[c:24]1[cH:25][cH:26][cH:27][cH:28][cH:29]1.[CH:13]1([CH2:14][Cl:15])[CH2:16][O:17]1.[Cl-:18].[K:12]>>[C:1]1(=[O:11])[c:2]2[c:3]([cH:7][cH:8][cH:9][c:10]2[CH2:14][CH:13]2[CH2:16][O:17]2)[C:4](=[O:6])[NH:5]1. Isolated yield 48.3%. Starting materials: CC1=CC=C(C=C1)S(=O)(=O)OC[C@H]1O[C@H]([C@@H]([C@H]([C@@H]1O)O)O)C1=CC(=C(C=C1)Cl)CC=1SC(=CN1)C=1OC=CC1 (((2R,3S,4R,5R,6S)-6-(4-Chloro-3-((5-(furan-2-yl)thiazol-2-yl)methyl)phenyl)-3,4,5-trihydroxy-tetrahydro-2H-pyran-2-yl)methyl 4-methylbenzenesulfonate), [I-].[Na+] (sodium iodide), O (H2O). Procedure: The solution of toluenesulfonate 90 (100 mg, 0.17 mmol) and sodium iodide (38 mg 0.25 mmol) in 2-butanone (1.7 mL) was stirred at 80° C. for 2 h. H2O was added to the reaction mixture and then extracted with CH2Cl2. The organic layer was dried over anhydrous MgSO4, filtered and concentrated in vacuo. The residue was purified by prep HPLC (C18) to afford the titled compound 95 (45 mg, 48%) as a solid. MH+547 The product is ClC1=C(C=C(C=C1)[C@@H]1O[C@@H]([C@H]([C@@H]([C@H]1O)O)O)CI)CC=1SC(=CN1)C=1OC=CC1 ((2S,3R,4R,5S,6S)-2-(4-Chloro-3-((5-(furan-2-yl)thiazol-2-yl)methyl)phenyl)-6-(iodomethyl)-tetrahydro-2H-pyran-3,4,5-triol). RXN SMILES: CC1C=CC(S(O[CH2:12][C@@H:13]2[C@@H:18]([OH:19])[C@H:17]([OH:20])[C@@H:16]([OH:21])[C@H:15]([C:22]3[CH:27]=[CH:26][C:25]([Cl:28])=[C:24]([CH2:29][C:30]4[S:31][C:32]([C:35]5[O:36][CH:37]=[CH:38][CH:39]=5)=[CH:33][N:34]=4)[CH:23]=3)[O:14]2)(=O)=O)=CC=1.[I-:40].[Na+].O>CC(=O)CC>[Cl:28][C:25]1[CH:26]=[CH:27][C:22]([C@H:15]2[C@H:16]([OH:21])[C@@H:17]([OH:20])[C@H:18]([OH:19])[C@@H:13]([CH2:12][I:40])[O:14]2)=[CH:23][C:24]=1[CH2:29][C:30]1[S:31][C:32]([C:35]2[O:36][CH:37]=[CH:38][CH:39]=2)=[CH:33][N:34]=1 |f:1.2|. Solvent: CC(CC)=O (2-butanone). Starting materials: C(C)(C)(C)OC(NS(=O)(=O)NC=1C=C2C=CC(=NC2=CC1)N[C@@H]1CCC2=CC=CC=C12)=O (tert-butyl[({2-[(1R)-2,3-dihydro-1H-inden-1-ylamino]quinolin-6-yl}amino)sulfonyl]carbamate), Cl.CO (HCl methanol). Conditions: temperature 60 celsius, time 2 hour. Product: Cl.[C@H]1(CCC2=CC=CC=C12)NC1=NC2=CC=C(C=C2C=C1)NS(=O)(=O)N (N-{2-[(1R)-2,3-dihydro-1H-inden-1-ylamino]quinolin-6-yl}sulfamide hydrochloride). Reaction SMILES: C(OC(=O)[NH:7][S:8]([NH:11][C:12]1[CH:13]=[C:14]2[C:19](=[CH:20][CH:21]=1)[N:18]=[C:17]([NH:22][C@H:23]1[C:31]3[C:26](=[CH:27][CH:28]=[CH:29][CH:30]=3)[CH2:25][CH2:24]1)[CH:16]=[CH:15]2)(=[O:10])=[O:9])(C)(C)C.[ClH:33].CO>>[ClH:33].[C@H:23]1([NH:22][C:17]2[CH:16]=[CH:15][C:14]3[C:19](=[CH:20][CH:21]=[C:12]([NH:11][S:8]([NH2:7])(=[O:10])=[O:9])[CH:13]=3)[N:18]=2)[C:31]2[C:26](=[CH:27][CH:28]=[CH:29][CH:30]=2)[CH2:25][CH2:24]1 |f:1.2,3.4|. Procedure: tert-butyl[({2-[(1R)-2,3-dihydro-1H-inden-1-ylamino]quinolin-6-yl}amino)sulfonyl]carbamate (0.012 mg, 0.026 mmol) was dissolved in HCl/methanol (2.5 M, 1.0 mL) and stirred for 2 h at 60° C. Upon evaporation of the solvent and drying on high vacuum the title compound was obtained as a yellow solid (8 mg; 80%); MS: m/e=392.0 (M+H+). The reactants are CC(=O)O, Cc1ccc(S(=O)(=O)n2ccnc2C(O)(c2ccc(Cl)cc2)c2ccc(Cl)cc2)cc1, Cl, O. RXN SMILES: [CH3:34][C:35](=[O:36])[OH:37].[Cl:1][c:2]1[cH:3][cH:4][c:5]([C:8]([OH:9])([c:10]2[n:11]([S:15]([c:16]3[cH:17][cH:18][c:19]([CH3:20])[cH:21][cH:22]3)(=[O:23])=[O:24])[cH:12][cH:13][n:14]2)[c:25]2[cH:26][cH:27][c:28]([Cl:31])[cH:29][cH:30]2)[cH:6][cH:7]1.[ClH:32].[OH2:33]>>[Cl:1][c:2]1[cH:3][cH:4][c:5]([C:8]([OH:9])([c:10]2[n:11][cH:12][cH:13][nH:14]2)[c:25]2[cH:26][cH:27][c:28]([Cl:31])[cH:29][cH:30]2)[cH:6][cH:7]1. The product is OC(c1ccc(Cl)cc1)(c1ccc(Cl)cc1)c1ncc[nH]1. Reactants: ClC1=CC=C2C(C(=CN(C2=C1)CC)C(=O)O)=O (7-chloro-1-ethyl-4-oxo-1,4-dihydro-quinoline-3-carboxylic acid), C(CN)N (ethylenediamine), C(Cl)Cl (DCM). Run in CO (MeOH), CN1C(CCC1)=O (1-methyl-2-pyrrolidinone). Run at temperature 130 celsius. The product is NCCNC1=CC=C2C(C(=CN(C2=C1)CC)C(=O)O)=O (7-[(2-amino-ethyl)amino]-1-ethyl-1,4-dihydro-4-oxo-quinoline-3-carboxylic acid). The yield is 44.6%. Reaction SMILES: Cl[C:2]1[CH:11]=[C:10]2[C:5]([C:6](=[O:17])[C:7]([C:14]([OH:16])=[O:15])=[CH:8][N:9]2[CH2:12][CH3:13])=[CH:4][CH:3]=1.[CH2:18]([NH2:21])[CH2:19][NH2:20].C(Cl)Cl>CN1CCCC1=O.CO>[NH2:20][CH2:19][CH2:18][NH:21][C:2]1[CH:11]=[C:10]2[C:5]([C:6](=[O:17])[C:7]([C:14]([OH:16])=[O:15])=[CH:8][N:9]2[CH2:12][CH3:13])=[CH:4][CH:3]=1. Reported procedure: To a solution of 7-chloro-1-ethyl-4-oxo-1,4-dihydro-quinoline-3-carboxylic acid (1,7 g) in 1-methyl-2-pyrrolidinone (20 mL) was added ethylenediamine (2.1 g). The mixture was heated at 130° C. for 10 h. The reaction mixture was cooled and poured into DCM (20 mL). The precipitate obtained was dispersed in MeOH, filtered to give the title compound (830 mg). The reactants are ClC1=C(C=CC(=C1)OC(F)F)C1=C(C(=NC=C1)NC(CC)C1CC1)N (4-(2-chloro-4-difluoromethoxy-phenyl)-N2-(1-cyclopropyl-propyl)-pyridine-2,3-diamine), C(C(=O)C)(=O)OC (methyl pyruvate). Run in C(C)O (ethanol). Yields the product ClC1=C(C=CC(=C1)OC(F)F)C1=CC=NC=2N(C(C(=NC21)C)=O)C(CC)C2CC2 (8-(2-Chloro-4-difluoromethoxy-phenyl)-4-(1-cyclopropyl-propyl)2-methyl-4H-pyrido[2,3-b]pyrazin-3-one). RXN SMILES: [Cl:1][C:2]1[CH:7]=[C:6]([O:8][CH:9]([F:11])[F:10])[CH:5]=[CH:4][C:3]=1[C:12]1[CH:17]=[CH:16][N:15]=[C:14]([NH:18][CH:19]([CH:22]2[CH2:24][CH2:23]2)[CH2:20][CH3:21])[C:13]=1[NH2:25].[C:26](OC)(=[O:30])[C:27]([CH3:29])=O>C(O)C>[Cl:1][C:2]1[CH:7]=[C:6]([O:8][CH:9]([F:10])[F:11])[CH:5]=[CH:4][C:3]=1[C:12]1[C:13]2[N:25]=[C:27]([CH3:29])[C:26](=[O:30])[N:18]([CH:19]([CH:22]3[CH2:24][CH2:23]3)[CH2:20][CH3:21])[C:14]=2[N:15]=[CH:16][CH:17]=1. Procedure details: 4-(2-chloro-4-difluoromethoxy-phenyl)-N2-(1-cyclopropyl-propyl)-pyridine-2,3-diamine (0.088 g, 0.24 mmol) and methyl pyruvate (140 μL, 1.54 mmol) were treated as in Part F of Example 113 with the exception that ethanol was used as the solvent, gave 8-(2-Chloro-4-difluoromethoxy-phenyl)-4-(1-cyclopropyl-propyl)2-methyl-4H-pyrido[2,3-b]pyrazin-3-one (Example 115a): 1H NMR (300 MHz, CDCl3) δ 8.48–8.46 (2d, 1H, J=4.7 Hz), 7.37–7.33 (m, 2H), 7.19–7.14 (m, 2H), 6.86–6.37 (t,1H, J=73.3 Hz), 5.16–4.92, ...